This data is from the Open Reaction Database (ORD), a public repository of structured organic reaction records. The task is: describe an organic reaction: reactants, conditions, products, and yield The reactants are C(C1=CC=CC=C1)OC(N(CCC(C)C)[C@H](CO[Si](C1=CC=CC=C1)(C1=CC=CC=C1)C(C)(C)C)CCC(CNC(C1=CC=CC=C1)(C1=CC=CC=C1)C1=CC=CC=C1)F)=O (benzyl[(2S)-1-{[tert-butyl(diphenyl)silyl]oxy}-5-fluoro-6-(tritylamino)hexan-2-yl](3-methylbutyl)carbamate), FC(C(=O)O)(F)F (trifluoroacetic acid), C(=O)(O)[O-].[Na+] (NaHCO3). Run in ClC(C)Cl (dichloroethane). Run at temperature 0 celsius, time 1 hour. Yields the product C(C1=CC=CC=C1)OC(N(CCC(C)C)[C@H](CO[Si](C1=CC=CC=C1)(C1=CC=CC=C1)C(C)(C)C)CCC(CN)F)=O (benzyl[(2S)-6-amino-1-{[tert-butyl(diphenyl)silyl]oxy}-5-fluorohexan-2-yl](3-methylbutyl)carbamate). Isolated yield 100.0%. Reaction SMILES: [CH2:1]([O:8][C:9](=[O:61])[N:10]([C@@H:16]([CH2:36][CH2:37][CH:38]([F:60])[CH2:39][NH:40]C(C1C=CC=CC=1)(C1C=CC=CC=1)C1C=CC=CC=1)[CH2:17][O:18][Si:19]([C:32]([CH3:35])([CH3:34])[CH3:33])([C:26]1[CH:31]=[CH:30][CH:29]=[CH:28][CH:27]=1)[C:20]1[CH:25]=[CH:24][CH:23]=[CH:22][CH:21]=1)[CH2:11][CH2:12][CH:13]([CH3:15])[CH3:14])[C:2]1[CH:7]=[CH:6][CH:5]=[CH:4][CH:3]=1.FC(F)(F)C(O)=O.C([O-])(O)=O.[Na+]>ClC(Cl)C>[CH2:1]([O:8][C:9](=[O:61])[N:10]([C@@H:16]([CH2:36][CH2:37][CH:38]([F:60])[CH2:39][NH2:40])[CH2:17][O:18][Si:19]([C:32]([CH3:35])([CH3:33])[CH3:34])([C:26]1[CH:27]=[CH:28][CH:29]=[CH:30][CH:31]=1)[C:20]1[CH:25]=[CH:24][CH:23]=[CH:22][CH:21]=1)[CH2:11][CH2:12][CH:13]([CH3:15])[CH3:14])[C:2]1[CH:7]=[CH:6][CH:5]=[CH:4][CH:3]=1 |f:2.3|. Reported procedure: To a stirred solution of the material from Step 9 (225 mg, 0.27 mmol) in dichloroethane (1.3 mL) at 0° C. was added trifluoroacetic acid (500 μL, 6.49 mmol). The reaction mixture was stirred at 0° C. for 1 hour, poured into saturated aqueous NaHCO3, and extracted with dichloromethane (2×). The combined organics were dried over MgSO4, filtered and concentrated in vacuo. The residue was purified by flash chromatography on silica gel using EtOAc-hexanes to afford 160 mg of the title compound. LCMS ... As a reaction SMILES: Cl[C:2]1[N:3]=[CH:4][C:5]2[N:10]=[N:9][N:8]([C:11]3[CH:16]=[CH:15][C:14]([O:17][CH3:18])=[CH:13][CH:12]=3)[C:6]=2[N:7]=1.C(OC([N:26]1[CH2:31][CH2:30][CH:29]([N:32]2[CH:36]=[C:35]([NH2:37])[CH:34]=[N:33]2)[CH2:28][CH2:27]1)=O)(C)(C)C>COCCO>[CH3:18][O:17][C:14]1[CH:15]=[CH:16][C:11]([N:8]2[C:6]3[N:7]=[C:2]([NH:37][C:35]4[CH:34]=[N:33][N:32]([CH:29]5[CH2:30][CH2:31][NH:26][CH2:27][CH2:28]5)[CH:36]=4)[N:3]=[CH:4][C:5]=3[N:10]=[N:9]2)=[CH:12][CH:13]=1. The reactants are ClC=1N=CC2=C(N1)N(N=N2)C2=CC=C(C=C2)OC (5-chloro-3-(4-methoxy-phenyl)-3H-[1,2,3]triazolo[4,5-d]pyrimidine), C(C)(C)(C)OC(=O)N1CCC(CC1)N1N=CC(=C1)N (4-(4-amino-pyrazol-1-yl)-piperidine-1-carboxylic acid tert-butyl ester). Procedure details: A solution of 183 mg (0.70 mmol) 5-chloro-3-(4-methoxy-phenyl)-3H-[1,2,3]triazolo[4,5-d]pyrimidine (from example 2) and 186 mg (0.70 mmol) 4-(4-amino-pyrazol-1-yl)-piperidine-1-carboxylic acid tert-butyl ester in 1.8 ml 2-methoxy-ethanol is stirred for 4 hours at 100° C. The reaction mixture is cooled to room temperature, concentrated under vacuum and the residue is chromatographed on a silica gel column with dichloromethane/methanol as eluent giving two products: Run in COCCO (2-methoxy-ethanol). Product: COC1=CC=C(C=C1)N1N=NC2=C1N=C(N=C2)NC=2C=NN(C2)C2CCNCC2 ([3-(4-methoxy-phenyl)-3H-[1,2,3]triazolo[4,5-d]pyrimidin-5-yl]-(1-piperidin-4-yl-1H-pyrazol-4-yl)-amine). Starting materials: NNC(=O)NN (carbohydrazide), C(=O)(O)[O-].[Na+] (NaHCO3), C(C)S(=O)(=O)Cl (ethane sulfonyl chloride). Solvent: CO (methanol). Conditions: time 1 hour. Product: C(C)S(=O)(=O)NNC(=O)NNS(=O)(=O)CC (1,5-bis(ethanesulfonyl) carbohydrazide). As a reaction SMILES: [NH2:1][NH:2][C:3]([NH:5][NH2:6])=[O:4].C([O-])(O)=O.[Na+].[CH2:12]([S:14](Cl)(=[O:16])=[O:15])[CH3:13]>CO>[CH2:12]([S:14]([NH:1][NH:2][C:3]([NH:5][NH:6][S:14]([CH2:12][CH3:13])(=[O:16])=[O:15])=[O:4])(=[O:16])=[O:15])[CH3:13] |f:1.2|. Procedure: A mixture of 45 g (0.5 mole) carbohydrazide, 85 g NaHCO3 (1.0 mole) and 250 ml methanol was stirred and 128.5 g (1.0 mole) ethane sulfonyl chloride was dropped in. The temperature rose from 25° to 45° C during the reaction which took 1 hour. Stirring was continued for two hours. The product was filtered, washed and dried. Yield: 145.9 g m.p. 195° C. Starting materials: OC1=C(C=O)C=C(C(=C1)OC)OC (2-hydroxy 4,5-dimethoxybenzaldehyde), C(=O)([O-])[O-].[K+].[K+] (K2CO3), BrCC(C)=O (bromoacetone). Solvent: CC(CC)=O (butane-2-one), CC(CC)=O (butane-2-one). Reaction conditions: temperature 0 celsius, time 10 minute. The product is COC=1C(=CC2=C(C=C(O2)C(C)=O)C1)OC (1-(5,6 dimethoxy benzofuran-2-yl)ethanone), pale yellow solid. The yield is 70.0%. As a reaction SMILES: [OH:1][C:2]1[CH:9]=[C:8]([O:10][CH3:11])[C:7]([O:12][CH3:13])=[CH:6][C:3]=1[CH:4]=O.C([O-])([O-])=O.[K+].[K+].Br[CH2:21][C:22](=[O:24])[CH3:23]>CC(=O)CC>[CH3:13][O:12][C:7]1[C:8]([O:10][CH3:11])=[CH:9][C:2]2[O:1][C:21]([C:22](=[O:24])[CH3:23])=[CH:4][C:3]=2[CH:6]=1 |f:1.2.3|. Procedure: To a solution of 2-hydroxy 4,5-dimethoxybenzaldehyde (2 g, 10.98 mmol) in butane-2-one (15 ml) added K2CO3 (6.07 g, 43.95 mmol) and then stirred at 0° C. for 10 min added bromoacetone (2.24 g, 16.47 mmol) and refluxed at 90° C. for 4 hr. After completion of the reaction butane-2-one was distilled off and water was added and extracted by ethylacetate twice. The EtOAc phase was dried over Na2SO4, Chromatography of the residue on silica gel (3:7 EtOAc/hexane) afforded the ketone A2 (1.69 g) in 70% ... The reactants are Cc1cc(Br)cc2nc(-c3ccc(NC(=O)CN4CCN(c5ccc(C(F)(F)F)cc5)CC4)cc3)oc12, [Li]C(C)(C)C, C1CCOC1, CC(C)=O, CC(C)[Mg+], [Cl-]. The product is Cc1cccc2nc(-c3ccc(NC(=O)CN4CCN(c5ccc(C(F)(F)F)cc5)CC4)cc3)oc12. RXN SMILES: [Br:1][c:2]1[cH:3][c:4]([CH3:37])[c:5]2[c:6]([n:7][c:8](-[c:10]3[cH:11][cH:12][c:13]([NH:16][C:17]([CH2:18][N:19]4[CH2:20][CH2:21][N:22]([c:25]5[cH:26][cH:27][c:28]([C:31]([F:32])([F:33])[F:34])[cH:29][cH:30]5)[CH2:23][CH2:24]4)=[O:35])[cH:14][cH:15]3)[o:9]2)[cH:36]1.[C:43]([Li:44])([CH3:45])([CH3:46])[CH3:47].[CH2:52]1[O:53][CH2:54][CH2:55][CH2:56]1.[CH3:48][C:49](=[O:50])[CH3:51].[CH:39]([Mg+:40])([CH3:41])[CH3:42].[Cl-:38]>>[cH:2]1[cH:3][c:4]([CH3:37])[c:5]2[c:6]([n:7][c:8](-[c:10]3[cH:11][cH:12][c:13]([NH:16][C:17]([CH2:18][N:19]4[CH2:20][CH2:21][N:22]([c:25]5[cH:26][cH:27][c:28]([C:31]([F:32])([F:33])[F:34])[cH:29][cH:30]5)[CH2:23][CH2:24]4)=[O:35])[cH:14][cH:15]3)[o:9]2)[cH:36]1. The reactants are CC(=O)c1cc(Cl)ccn1, C[SiH](C)OC(c1ccnc(C#N)c1)C(C)(C)C. Yields the product CC(=O)c1cc(C(O[SiH](C)C)C(C)(C)C)ccn1. As a reaction SMILES: [C:18]([CH3:19])(=[O:20])[c:21]1[n:22][cH:23][cH:24][c:25]([Cl:27])[cH:26]1.[C:1]([CH3:2])([CH3:3])([CH3:4])[CH:5]([c:6]1[cH:7][cH:8][n:9][c:10]([C:11]#[N:12])[cH:13]1)[O:14][SiH:15]([CH3:16])[CH3:17]>>[C:1]([CH3:2])([CH3:3])([CH3:4])[CH:5]([O:14][SiH:15]([CH3:16])[CH3:17])[c:25]1[cH:24][cH:23][n:22][c:21]([C:18]([CH3:19])=[O:20])[cH:26]1. Yields the product O=C(CC(=Cc1cccc2ccccc12)C(=O)O)NCCc1ccccc1. The reactants are NCCc1ccccc1, ClCCl, O=C1CC(=Cc2cccc3ccccc23)C(=O)O1. Reaction SMILES: [CH2:19]([CH2:20][c:21]1[cH:22][cH:23][cH:24][cH:25][cH:26]1)[NH2:27].[Cl:28][CH2:29][Cl:30].[c:1]1([CH:11]=[C:12]2[C:13](=[O:14])[O:15][C:16](=[O:18])[CH2:17]2)[cH:2][cH:3][cH:4][c:5]2[cH:6][cH:7][cH:8][cH:9][c:10]12>>[c:1]1([CH:11]=[C:12]([C:13](=[O:14])[OH:15])[CH2:17][C:16](=[O:18])[NH:27][CH2:19][CH2:20][c:21]2[cH:22][cH:23][cH:24][cH:25][cH:26]2)[cH:2][cH:3][cH:4][c:5]2[cH:6][cH:7][cH:8][cH:9][c:10]12.